This data is from the Open Reaction Database (ORD), a public repository of structured organic reaction records. The task is: describe an organic reaction: reactants, conditions, products, and yield Solvent: CO (methanol), CN(C=O)C (dimethylformamide), O (water). Starting materials: ClC1=CC2=C(N=C(N2)C=2C=C3C=C(N(C3=CC2)S(=O)(=O)C2=CC=C(C=C2)C)C=C2C(NC(S2)=O)=O)C=C1Cl (5,6-dichloro-2-[2-[(2,4-dioxothiazolidin-5-ylidene)methyl]-1-(4-methylphenyl)sulfonylindol-5-yl]benzimidazole), [OH-].[Na+] (sodium hydroxide), product, C(=O)(N1C=NC=C1)N1C=NC=C1 (1,1′-carbonyldiimidazole), Cl (Hydrochloric acid). Product: ClC1=CC2=C(N=C(N2)C=2C=C3C=C(NC3=CC2)C=C2C(NC(S2)=O)=O)C=C1Cl (5,6-dichloro-2-[2-[(2,4-dioxothiazolidin-5-ylidene)methyl]indol-5-yl]benzimidazole). Reaction conditions: time 30 minute. Isolated yield 24.4%. Procedure: To a suspension of 5,6-dichloro-2-[2-[(2,4-dioxothiazolidin-5-ylidene)methyl]-1-(4-methylphenyl)sulfonylindol-5-yl]benzimidazole (100 mg, 0.172 mmol) in methanol (7.5 mL) was added aqueous sodium hydroxide (2 mol/L; 1.5 mL), and the mixture was heated to reflux for 3.5 h. The reaction mixture was cooled on an ice bath, and pH was adjusted to 7. The precipitated products were collected by filtration, washed with water, and dried. To a solution of the product (50 mg) in dimethylformamide (2 mL) wa... As a reaction SMILES: [Cl:1][C:2]1[C:37]([Cl:38])=[CH:36][C:5]2[N:6]=[C:7]([C:9]3[CH:10]=[C:11]4[C:15](=[CH:16][CH:17]=3)[N:14](S(C3C=CC(C)=CC=3)(=O)=O)[C:13]([CH:28]=[C:29]3[S:33][C:32](=[O:34])[NH:31][C:30]3=[O:35])=[CH:12]4)[NH:8][C:4]=2[CH:3]=1.[OH-].[Na+].C(N1C=CN=C1)(N1C=CN=C1)=O.Cl>CO.CN(C)C=O.O>[Cl:1][C:2]1[C:37]([Cl:38])=[CH:36][C:5]2[N:6]=[C:7]([C:9]3[CH:10]=[C:11]4[C:15](=[CH:16][CH:17]=3)[NH:14][C:13]([CH:28]=[C:29]3[S:33][C:32](=[O:34])[NH:31][C:30]3=[O:35])=[CH:12]4)[NH:8][C:4]=2[CH:3]=1 |f:1.2|. Reactants: BrC1=CSC2=C1N=C(N=C2C(=O)C=2SC=CC2)N(C)C (7-bromo-2-dimethylaminothieno[3,2-d]pyrimidin-4-yl 2-thienylmethanone), [NH4+].[Cl-] (NH4Cl), C(CCC)[Sn](C=1OC=CC1)(CCCC)CCCC (2-tri-n-butylstannylfuran), C1(=CC=CC=C1)[As](C1=CC=CC=C1)C1=CC=CC=C1 (triphenylarsine). The reagents and catalysts are C(C)(=O)[O-].[Pd+2].C(C)(=O)[O-] (palladium(II) acetate). The solvent is CN(C)C=O (DMF), CN(C)C=O (DMF). Conditions: time 10 minute. Product: CN(C=1N=C(C2=C(N1)C(=CS2)C=2OC=CC2)C(=O)C=2SC=CC2)C (2-Dimethylamino-7-(2-furyl)thieno[3,2-d]pyrimidin-4-yl 2-thienylmethanone). Isolated yield 89.1%. RXN SMILES: C1([As](C2C=CC=CC=2)C2C=CC=CC=2)C=CC=CC=1.Br[C:21]1[C:25]2[N:26]=[C:27]([N:37]([CH3:39])[CH3:38])[N:28]=[C:29]([C:30]([C:32]3[S:33][CH:34]=[CH:35][CH:36]=3)=[O:31])[C:24]=2[S:23][CH:22]=1.C([Sn](CCCC)(CCCC)[C:45]1[O:46][CH:47]=[CH:48][CH:49]=1)CCC.[NH4+].[Cl-]>CN(C=O)C.C([O-])(=O)C.[Pd+2].C([O-])(=O)C>[CH3:38][N:37]([CH3:39])[C:27]1[N:28]=[C:29]([C:30]([C:32]2[S:33][CH:34]=[CH:35][CH:36]=2)=[O:31])[C:24]2[S:23][CH:22]=[C:21]([C:45]3[O:46][CH:47]=[CH:48][CH:49]=3)[C:25]=2[N:26]=1 |f:3.4,6.7.8|. Procedure details: A mixture of palladium(II) acetate (4.1 mg, 18.3 μmol) and triphenylarsine (22.4 mg, 73 μmol) in DMF (0.8 mL) was stirred under an atmosphere of argon at room temperature for 10 min, treated with a solution of 7-bromo-2-dimethylaminothieno[3,2-d]pyrimidin-4-yl 2-thienylmethanone (0.067 g, 0.18 mmol) in DMF (1.1 mL), stirred for 10 min then treated dropwise with 2-tri-n-butylstannylfuran (104 μL, 0.33 mmol). The reaction mixture was stirred at 100° C. for 117 h, cooled, poured into saturated NH4C... The reactants are N#Cc1ccc(Br)cn1, CC(C)(C)[O-], CC1CNCCN1, Cc1ccccc1, ClCCl, [Na+]. Yields the product CC1CN(c2ccc(C#N)nc2)CCN1. Reaction SMILES: [Br:8][c:9]1[cH:10][cH:11][c:12]([C:15]#[N:16])[n:13][cH:14]1.[CH3:17][C:18]([CH3:19])([O-:20])[CH3:21].[CH3:1][CH:2]1[NH:3][CH2:4][CH2:5][NH:6][CH2:7]1.[CH3:23][c:24]1[cH:25][cH:26][cH:27][cH:28][cH:29]1.[Cl:30][CH2:31][Cl:32].[Na+:22]>>[CH3:1][CH:2]1[NH:3][CH2:4][CH2:5][N:6]([c:9]2[cH:10][cH:11][c:12]([C:15]#[N:16])[n:13][cH:14]2)[CH2:7]1. Procedure: Prepared analogously to Example 5d) from (R)-N5 -[amino (nitroimino) methyl]-N2 -(diphenylacetyl)-ornithine, 5-methoxytryptamine and TBTU in a yield of 36% of theory. As a reaction SMILES: [NH2:1][C:2](=[N:27][N+:28]([O-:30])=[O:29])[NH:3][CH2:4][CH2:5][CH2:6][C@H:7]([C:24]([OH:26])=O)[NH:8][C:9](=[O:23])[CH:10]([C:17]1[CH:22]=[CH:21][CH:20]=[CH:19][CH:18]=1)[C:11]1[CH:16]=[CH:15][CH:14]=[CH:13][CH:12]=1.[CH3:31][O:32][C:33]1[CH:44]=[C:43]2[C:36]([NH:37][CH:38]=[C:39]2[CH2:40][CH2:41][NH2:42])=[CH:35][CH:34]=1.CN(C(ON1N=NC2C=CC=CC1=2)=[N+](C)C)C.[B-](F)(F)(F)F>>[NH2:1][C:2](=[N:27][N+:28]([O-:30])=[O:29])[NH:3][CH2:4][CH2:5][CH2:6][C@@H:7]([C:24]([NH:42][CH2:41][CH2:40][C:39]1[C:43]2[C:36](=[CH:35][CH:34]=[C:33]([O:32][CH3:31])[CH:44]=2)[NH:37][CH:38]=1)=[O:26])[NH:8][C:9](=[O:23])[CH:10]([C:11]1[CH:12]=[CH:13][CH:14]=[CH:15][CH:16]=1)[C:17]1[CH:18]=[CH:19][CH:20]=[CH:21][CH:22]=1 |f:2.3|. Starting materials: NC(NCCC[C@@H](NC(C(C1=CC=CC=C1)C1=CC=CC=C1)=O)C(=O)O)=N[N+](=O)[O-] ((R)-N5 -[amino (nitroimino) methyl]-N2 -(diphenylacetyl)-ornithine), COC1=CC=C2NC=C(CCN)C2=C1 (5-methoxytryptamine), CN(C)C(=[N+](C)C)ON1C2=C(C=CC=C2)N=N1.[B-](F)(F)(F)F (TBTU). Product: NC(NCCC[C@H](NC(C(C1=CC=CC=C1)C1=CC=CC=C1)=O)C(=O)NCCC1=CNC2=CC=C(C=C12)OC)=N[N+](=O)[O-] (N5 -[Amino (nitroimino) methyl]-N2 -(diphenylacetyl)-N-[2-(5-methoxy-1H-indol-3-yl) ethyl]-ornithinamide). Isolated yield 36.0%.